This data is from the Open Reaction Database (ORD), a public repository of structured organic reaction records. The task is: describe an organic reaction: reactants, conditions, products, and yield The product is C(C)N1[C@@H](CCC1)CNC(C1=C(C(=CC(=C1OC)OC)Br)C(CCCCCCCCCCCCCCC)=O)=O ((S)-N-[(1-Ethyl-2-pyrrolidinyl)methyl]-3-bromo-2-hexadecanoyl-5,6-dimethoxybenzamide). As a reaction SMILES: S(O)(=O)(=O)C.[CH2:6]([N:8]1[CH2:12][CH2:11][CH2:10][C@H:9]1[CH2:13][NH:14][C:15](=[O:28])[C:16]1[C:21]([O:22][CH3:23])=[C:20]([O:24][CH3:25])[CH:19]=[C:18]([Br:26])[C:17]=1O)[CH3:7].[C:29](Cl)(=[O:45])[CH2:30][CH2:31][CH2:32][CH2:33][CH2:34][CH2:35][CH2:36][CH2:37][CH2:38][CH2:39][CH2:40][CH2:41][CH2:42][CH2:43][CH3:44]>FC(F)(F)C(O)=O>[CH2:6]([N:8]1[CH2:12][CH2:11][CH2:10][C@H:9]1[CH2:13][NH:14][C:15](=[O:28])[C:16]1[C:21]([O:22][CH3:23])=[C:20]([O:24][CH3:25])[CH:19]=[C:18]([Br:26])[C:17]=1[C:29](=[O:45])[CH2:30][CH2:31][CH2:32][CH2:33][CH2:34][CH2:35][CH2:36][CH2:37][CH2:38][CH2:39][CH2:40][CH2:41][CH2:42][CH2:43][CH3:44])[CH3:7] |f:0.1|. Reactants: S(C)(=O)(=O)O.C(C)N1[C@@H](CCC1)CNC(C1=C(C(=CC(=C1OC)OC)Br)O)=O ((S)-N-[(1-ethyl-2-pyrrolidinyl)methyl]-3-bromo-2-hydroxy-5,6-dimethoxybenzamide mesylate), C(CCCCCCCCCCCCCCC)(=O)Cl (palmitoyl chloride). Run in FC(C(=O)O)(F)F (trifluoroacetic acid). Procedure details: To a solution of (S)-N-[(1-ethyl-2-pyrrolidinyl)methyl]-3-bromo-2-hydroxy-5,6-dimethoxybenzamide mesylate (0.48 g, 1 mmol) in 10 ml of trifluoroacetic acid was added palmitoyl chloride (0.55 ml, 2 mmol). The reaction mixture was stirred at ambient temperature over molecular sieves for 20 h. After evaporation of the solvent in vacuo ether was added to the residue and filtered. The filtrate was washed several times with a saturated KHCO3 solution and dried (MgSO4). After evaporation of the solvent... Reaction conditions: time 20 hour. Starting materials: C(C1=CC=CC=C1)OC1=C(C=C(C=C1)Cl)B(O)O (2-benzyloxy-5-chloro-phenyl-boronic acid), COC(=O)C=1C=C(C=C(C1)N)C1=C(C=CC=C1)Br (5-amino-2′-bromo-biphenyl-3-carboxylic acid methyl ester), C([O-])([O-])=O.[K+].[K+] (potassium carbonate), C1(=CC=CC=C1)C.C(C)O (toluene ethanol). Reagents/catalysts: C=1C=CC(=CC1)[P](C=2C=CC=CC2)(C=3C=CC=CC3)[Pd]([P](C=4C=CC=CC4)(C=5C=CC=CC5)C=6C=CC=CC6)([P](C=7C=CC=CC7)(C=8C=CC=CC8)C=9C=CC=CC9)[P](C=1C=CC=CC1)(C=1C=CC=CC1)C=1C=CC=CC1 (tetrakis(triphenylphosphine)palladium(0)). Run in C(C)OCC (diethyl ether), O (water). Run at temperature 90 celsius. Yields the product C(C)OC(=O)C=1C=C(C=C(C1)N)C=1C(=CC=CC1)C1=C(C=CC(=C1)Cl)OCC1=CC=CC=C1 (5″-Amino-2-benzyloxy-5-chloro[1,1′;2′,1″]terphenyl-3″-carboxylic acid ethyl ester). Reaction SMILES: [CH2:1]([O:8][C:9]1[CH:14]=[CH:13][C:12]([Cl:15])=[CH:11][C:10]=1B(O)O)[C:2]1[CH:7]=[CH:6][CH:5]=[CH:4][CH:3]=1.[CH3:19][O:20][C:21]([C:23]1[CH:24]=[C:25]([C:30]2[CH:35]=[CH:34][CH:33]=[CH:32][C:31]=2Br)[CH:26]=[C:27]([NH2:29])[CH:28]=1)=[O:22].[C:37](=O)([O-])[O-].[K+].[K+].C1(C)C=CC=CC=1.C(O)C>C(OCC)C.O.C1C=CC([P]([Pd]([P](C2C=CC=CC=2)(C2C=CC=CC=2)C2C=CC=CC=2)([P](C2C=CC=CC=2)(C2C=CC=CC=2)C2C=CC=CC=2)[P](C2C=CC=CC=2)(C2C=CC=CC=2)C2C=CC=CC=2)(C2C=CC=CC=2)C2C=CC=CC=2)=CC=1>[CH2:19]([O:20][C:21]([C:23]1[CH:24]=[C:25]([C:30]2[C:35]([C:10]3[CH:11]=[C:12]([Cl:15])[CH:13]=[CH:14][C:9]=3[O:8][CH2:1][C:2]3[CH:7]=[CH:6][CH:5]=[CH:4][CH:3]=3)=[CH:34][CH:33]=[CH:32][CH:31]=2)[CH:26]=[C:27]([NH2:29])[CH:28]=1)=[O:22])[CH3:37] |f:2.3.4,5.6,^1:62,64,83,102|. Procedure details: A mixture of 2-benzyloxy-5-chloro-phenyl-boronic acid (197 mg, 0.75 mmol), 5-amino-2′-bromo-biphenyl-3-carboxylic acid methyl ester (216 mg, 0.71 mmol), potassium carbonate (828 mg, 6 mmol) and tetrakis(triphenylphosphine)palladium(0) (79 mg, 0.068 mmol) in 1:1 toluene/ethanol (8 ml) was stirred and heated at 90° C. under nitrogen for 2 hours. After cooling the mixture was diluted with diethyl ether and water and the organic phase dried (MgSO4) and evaporated to dryness. The residue was purified... Starting materials: O=C(O)CNC(=O)c1csc(NC(=O)NCc2ccccc2)n1, CC(C)CNC(=O)C(N)CC(=O)OC(C)(C)C. The product is CC(C)CNC(=O)C(CC(=O)OC(C)(C)C)NC(=O)CNC(=O)c1csc(NC(=O)NCc2ccccc2)n1. Reaction SMILES: [CH2:1]([c:2]1[cH:3][cH:4][cH:5][cH:6][cH:7]1)[NH:8][C:9]([NH:10][c:11]1[s:12][cH:13][c:14]([C:16](=[O:17])[NH:18][CH2:19][C:20](=[O:21])[OH:22])[n:15]1)=[O:23].[NH2:24][CH:25]([CH2:26][C:27](=[O:28])[O:29][C:30]([CH3:31])([CH3:32])[CH3:33])[C:34](=[O:35])[NH:36][CH2:37][CH:38]([CH3:39])[CH3:40]>>[CH2:1]([c:2]1[cH:3][cH:4][cH:5][cH:6][cH:7]1)[NH:8][C:9]([NH:10][c:11]1[s:12][cH:13][c:14]([C:16](=[O:17])[NH:18][CH2:19][C:20](=[O:22])[NH:24][CH:25]([CH2:26][C:27](=[O:28])[O:29][C:30]([CH3:31])([CH3:32])[CH3:33])[C:34](=[O:35])[NH:36][CH2:37][CH:38]([CH3:39])[CH3:40])[n:15]1)=[O:23]. Reactants: Fc1c(F)c(Br)c(F)c(F)c1Br, [Li]CCCC, Cl, O=C=O, C1CCOC1, O. Product: O=C(O)c1c(F)c(F)c(Br)c(F)c1F. RXN SMILES: [Br:6][c:7]1[c:8]([F:17])[c:9]([F:16])[c:10]([Br:15])[c:11]([F:14])[c:12]1[F:13].[CH2:1]([Li:2])[CH2:3][CH2:4][CH3:5].[ClH:21].[O:18]=[C:19]=[O:20].[O:22]1[CH2:23][CH2:24][CH2:25][CH2:26]1.[OH2:27]>>[c:7]1([C:19](=[O:18])[OH:20])[c:8]([F:17])[c:9]([F:16])[c:10]([Br:15])[c:11]([F:14])[c:12]1[F:13]. Reactants: CCOC(CC(=O)OC)c1ccc(O)cc1, CC1(C)CC(O)c2ccccc21, CCOC(=O)N=NC(=O)OCC, C1CCOC1, c1ccc(P(c2ccccc2)c2ccccc2)cc1, Cc1ccccc1. The product is CCOC(CC(=O)OC)c1ccc(OC2CC(C)(C)c3ccccc32)cc1. Reaction SMILES: [CH2:1]([CH3:2])[O:3][CH:4]([CH2:5][C:6](=[O:7])[O:8][CH3:9])[c:10]1[cH:11][cH:12][c:13]([OH:16])[cH:14][cH:15]1.[CH3:17][C:18]1([CH3:28])[CH2:19][CH:20]([OH:27])[c:21]2[cH:22][cH:23][cH:24][cH:25][c:26]21.[N:55]([C:56]([O:57][CH2:58][CH3:59])=[O:60])=[N:61][C:62]([O:63][CH2:64][CH3:65])=[O:66].[O:67]1[CH2:68][CH2:69][CH2:70][CH2:71]1.[c:29]1([P:30]([c:31]2[cH:32][cH:33][cH:34][cH:35][cH:36]2)[c:37]2[cH:38][cH:39][cH:40][cH:41][cH:42]2)[cH:43][cH:44][cH:45][cH:46][cH:47]1.[c:48]1([CH3:49])[cH:50][cH:51][cH:52][cH:53][cH:54]1>>[CH2:1]([CH3:2])[O:3][CH:4]([CH2:5][C:6](=[O:7])[O:8][CH3:9])[c:10]1[cH:11][cH:12][c:13]([O:16][CH:20]2[CH2:19][C:18]([CH3:17])([CH3:28])[c:26]3[c:21]2[cH:22][cH:23][cH:24][cH:25]3)[cH:14][cH:15]1. The reactants are 1L, O (water), CC1=CC2=C(N=CN2)C=C1C (5,6-dimethylbenzimidazole), [O-][Mn](=O)(=O)=O.[K+] (KMnO4), O (water). Reaction conditions: time 0.5 hour. The product is CC=1C(=CC2=C(N=CN2)C1)C(=O)O (6-Methyl-5-benzimidazole Carboxylic Acid). Reaction SMILES: [CH3:1][C:2]1[C:10]([CH3:11])=[CH:9][C:5]2[N:6]=[CH:7][NH:8][C:4]=2[CH:3]=1.[O-:12][Mn](=O)(=O)=O.[K+].[OH2:18]>>[CH3:11][C:10]1[C:2]([C:1]([OH:12])=[O:18])=[CH:3][C:4]2[NH:8][CH:7]=[N:6][C:5]=2[CH:9]=1 |f:1.2|. Reported procedure: A 1L three neck round bottom flask equiped with an addition funnel and condenser was charged with a solution of 5,6-dimethylbenzimidazole (2.00 g, 13.69 mmol) dissolved in water (400 mL). The mixture was warmed to reflux and KMnO4 (8.60 g, 54.4 mmol) dissolved in water (200 mL) was added over a 0.5 h period. The reaction stirred for 0.5 h at reflux and was filtered hot through a plug a celite, washed with water (2×100 mL), acidified to pH 1 with 3N HCl and concentrated to 50 mL volume. The solut...